Dataset: the Open Reaction Database (ORD), a public repository of structured organic reaction records. Task: describe an organic reaction: reactants, conditions, products, and yield Procedure: A mixture of 4′-fluoro-biphenyl-4-carboxylic acid (6-aminomethyl-1,2,3,4-tetrahydro-naphthalen-2-yl)-amide, 4, (0.054 g, 0.14), dibromopentane (0.022 mL, 0.16 mmol) and K2CO3 (0.099 g, 0.72 mmol) in DMF (2 mL) is stirred at room temperature for 18 hours. The reaction solution is filtered and the filtrate concentrated in vacuo to leave a crude residue which is purified by reversed prep-HPLC using CH3CN—H2O (0.1% TFA) to afforded 36 mg (57% yield) of the desired product as a foaming solid. 1H NMR ... Reaction SMILES: [NH2:1][CH2:2][C:3]1[CH:4]=[C:5]2[C:10](=[CH:11][CH:12]=1)[CH2:9][CH:8]([NH:13][C:14]([C:16]1[CH:21]=[CH:20][C:19]([C:22]3[CH:27]=[CH:26][C:25]([F:28])=[CH:24][CH:23]=3)=[CH:18][CH:17]=1)=[O:15])[CH2:7][CH2:6]2.Br[C:30](Br)([CH2:33][CH3:34])[CH2:31][CH3:32].C([O-])([O-])=O.[K+].[K+]>CN(C=O)C>[N:1]1([CH2:2][C:3]2[CH:4]=[C:5]3[C:10](=[CH:11][CH:12]=2)[CH2:9][CH:8]([NH:13][C:14]([C:16]2[CH:21]=[CH:20][C:19]([C:22]4[CH:23]=[CH:24][C:25]([F:28])=[CH:26][CH:27]=4)=[CH:18][CH:17]=2)=[O:15])[CH2:7][CH2:6]3)[CH2:34][CH2:33][CH2:30][CH2:31][CH2:32]1 |f:2.3.4|. The reactants are NCC=1C=C2CCC(CC2=CC1)NC(=O)C1=CC=C(C=C1)C1=CC=C(C=C1)F (4′-fluoro-biphenyl-4-carboxylic acid (6-aminomethyl-1,2,3,4-tetrahydro-naphthalen-2-yl)-amide), BrC(CC)(CC)Br (dibromopentane), C(=O)([O-])[O-].[K+].[K+] (K2CO3). Isolated yield 57.0%. The product is N1(CCCCC1)CC=1C=C2CCC(CC2=CC1)NC(=O)C1=CC=C(C=C1)C1=CC=C(C=C1)F (4′-fluoro-biphenyl-4-carboxylic acid (6-piperidin-1-ylmethyl-1,2,3,4-tetrahydro-naphthalen-2-yl)-amide). Reaction conditions: time 18 hour. Run in CN(C)C=O (DMF). Reactants: C(#N)C1=CC=C(C=C1)C=1C=NN(C1O)C1=NC=C(C(=O)NCCCN(C(OC(C)(C)C)=O)C)C=C1 (tert-butyl (3-(6-(4-(4-cyanophenyl)-5-hydroxy-1H-pyrazol-1-yl)nicotinamido)propyl)(methyl)carbamate), Cl.CCOC(=O)C (HCl EtOAc). Solvent: CCOC(=O)C (EtOAc). Reaction conditions: time 5 hour. Product: Cl.C(#N)C1=CC=C(C=C1)C=1C=NN(C1O)C1=NC=C(C(=O)NCCCNC)C=C1 (6-(4-(4-cyanophenyl)-5-hydroxy-1H-pyrazol-1-yl)-N-(3-(methylamino)propyl)nicotinamide hydrochloride). RXN SMILES: [C:1]([C:3]1[CH:8]=[CH:7][C:6]([C:9]2[CH:10]=[N:11][N:12]([C:15]3[CH:35]=[CH:34][C:18]([C:19]([NH:21][CH2:22][CH2:23][CH2:24][N:25](C)[C:26](=O)OC(C)(C)C)=[O:20])=[CH:17][N:16]=3)[C:13]=2[OH:14])=[CH:5][CH:4]=1)#[N:2].[ClH:36].CCOC(C)=O>CCOC(C)=O>[ClH:36].[C:1]([C:3]1[CH:4]=[CH:5][C:6]([C:9]2[CH:10]=[N:11][N:12]([C:15]3[CH:35]=[CH:34][C:18]([C:19]([NH:21][CH2:22][CH2:23][CH2:24][NH:25][CH3:26])=[O:20])=[CH:17][N:16]=3)[C:13]=2[OH:14])=[CH:7][CH:8]=1)#[N:2] |f:1.2,4.5|. Reported procedure: Combined tert-butyl (3-(6-(4-(4-cyanophenyl)-5-hydroxy-1H-pyrazol-1-yl)nicotinamido)propyl)(methyl)carbamate and EtOAc (5 mL) and added HCl-EtOAc (5 mL) and stir at room temperature for 5 h. The reaction mixture was evaporated in vacuo to give the title compound as a yellow green solid. 1H NMR (400 MHz, DMSO-d6) δ ppm 9.09-9.04 (m, 1H), 9.00 (s, 1H), 8.89 (br. s., 2H), 8.67 (s, 1H), 8.48 (br. s., 2H), 8.15 (d, J=8.2 Hz, 2H), 7.79 (d, J=8.4 Hz, 2H), 3.38 (d, J=6.0 Hz, 2H), 2.95 (br. s., 2H), 2.54... Procedure: To a solution of 3-(3-amino-phenoxymethyl)-thieno[3,2-c]pyridine-7-carboxylic acid ethyl ester (25.6 mg, 0.078 mmol) (from Example 3 supra) in THF (2 mL) were added diisopropylethyl-amine (22 mg, 0.170 mmol) (Aldrich) and then benzoyl chloride (12.5 mg, 0.085 mmol) (Aldrich). The reaction was stirred at room temperature for 30 minutes before it was concentrated to remove the solvent. The residue was diluted with EtOAc (40 mL), washed with aqueous 1N NaOH (10 mL), brine (2×10 mL), dried (Na2SO4) ... Product: C(C)OC(=O)C=1C2=C(C=NC1)C(=CS2)COC2=CC(=CC=C2)NC(C2=CC=CC=C2)=O (3-(3-benzoylamino-phenoxy-methyl)-thieno[3,2-c]pyridine-7-carboxylic acid ethyl ester). The reactants are C(C)OC(=O)C=1C2=C(C=NC1)C(=CS2)COC2=CC(=CC=C2)N (3-(3-amino-phenoxymethyl)-thieno[3,2-c]pyridine-7-carboxylic acid ethyl ester), C(C)(C)N(CC)C(C)C (diisopropylethyl-amine), C(C1=CC=CC=C1)(=O)Cl (benzoyl chloride). Solvent: C1CCOC1 (THF). As a reaction SMILES: [CH2:1]([O:3][C:4]([C:6]1[C:7]2[S:14][CH:13]=[C:12]([CH2:15][O:16][C:17]3[CH:22]=[CH:21][CH:20]=[C:19]([NH2:23])[CH:18]=3)[C:8]=2[CH:9]=[N:10][CH:11]=1)=[O:5])[CH3:2].C(N(C(C)C)CC)(C)C.[C:33](Cl)(=[O:40])[C:34]1[CH:39]=[CH:38][CH:37]=[CH:36][CH:35]=1>C1COCC1>[CH2:1]([O:3][C:4]([C:6]1[C:7]2[S:14][CH:13]=[C:12]([CH2:15][O:16][C:17]3[CH:22]=[CH:21][CH:20]=[C:19]([NH:23][C:33](=[O:40])[C:34]4[CH:39]=[CH:38][CH:37]=[CH:36][CH:35]=4)[CH:18]=3)[C:8]=2[CH:9]=[N:10][CH:11]=1)=[O:5])[CH3:2]. Reaction conditions: time 30 minute. Starting materials: ClC1=C(C=C(C(=C1)Cl)Cl)O (2,4,5-trichlorophenol), C([O-])([O-])=O.[K+].[K+] (potassium carbonate), C(C)OC(CCCCCBr)=O (6-bromohexanoic acid ethyl ester). Solvent: CN(C=O)C (dimethyl formamide). Product: ClC1=C(OCCCCCC(=O)O)C=C(C(=C1)Cl)Cl (6-(2,4,5-trichlorophenoxy) hexanoic acid). The yield is 85.0%. As a reaction SMILES: [Cl:1][C:2]1[CH:7]=[C:6]([Cl:8])[C:5]([Cl:9])=[CH:4][C:3]=1[OH:10].C(=O)([O-])[O-].[K+].[K+].C([O:19][C:20](=[O:27])[CH2:21][CH2:22][CH2:23][CH2:24][CH2:25]Br)C>CN(C)C=O>[Cl:1][C:2]1[CH:7]=[C:6]([Cl:8])[C:5]([Cl:9])=[CH:4][C:3]=1[O:10][CH2:25][CH2:24][CH2:23][CH2:22][CH2:21][C:20]([OH:27])=[O:19] |f:1.2.3|. Procedure details: First, 987 mg (5 mmol) of 2,4,5-trichlorophenol (III) and 1.04 g (7.5 mmol) of anhydrous potassium carbonate were added to 8 ml of anhydrous dimethyl formamide and the mixture was stirred. Then, 1.67 g (7.5 mmol) of 6-bromohexanoic acid ethyl ester was added thereto, and the mixture was stirred at 60° C. for 16 hours. After the reaction was completed, the solvent was concentrated under reduced pressure. The residue was extracted with dichloromethane, washed with water, and was then concentrated ... Reactants: CC1=CC(CC(C1O)(C(F)(F)F)C)=O (3,5-dimethyl-5-trifluoromethyl-4-hydroxy-2-cyclohexen-1-one), CO (methyl alcohol), CCCCCC.C(C)(=O)OCC (n-hexane ethyl acetate). Solvent: CC(=O)C (acetone), CC(=O)C.OS(=O)(=O)O.O=[Cr](=O)=O (Jones reagent). Run at time 10 minute. Product: CC1=CC(CC(C1=O)(C(F)(F)F)C)=O (3,5-dimethyl-5-trifluoromethyl-2-cyclohexen-1,4-dione). The yield is 86.4%. RXN SMILES: CO.CCCCCC.C(OCC)(=O)C.[CH3:15][C:16]1[CH:21]([OH:22])[C:20]([CH3:27])([C:23]([F:26])([F:25])[F:24])[CH2:19][C:18](=[O:28])[CH:17]=1>CC(C)=O.CC(C)=O.OS(O)(=O)=O.O=[Cr](=O)=O>[CH3:15][C:16]1[C:21](=[O:22])[C:20]([CH3:27])([C:23]([F:24])([F:25])[F:26])[CH2:19][C:18](=[O:28])[CH:17]=1 |f:1.2,5.6.7|. Procedure details: In the 20 ml of acetone was dissolved 3,5-dimethyl-5-trifluoromethyl-4-hydroxy-2-cyclohexen-1-one(A-4) prepared in Example 5, and 6.2 ml of Jones reagent was added dropwise. Then, the mixture was stirred for 10 minutes, was added dropwise to 10 ml of methyl alcohol and stirred for 30 minutes. The reaction mixture was filtered to remove the filtrate. The residue thus obtained was fractionated with column chromatography using n-hexane/ethyl acetate(4:1, v/v) as eluent to give 2.74 g of the title c...